This data is from the Open Reaction Database (ORD), a public repository of structured organic reaction records. The task is: describe an organic reaction: reactants, conditions, products, and yield The reactants are C(C)OCO[C@@H]1C[C@@H]2C(C[C@H]3[C@@H]4C[C@H]5[C@H]([C@H](C)[C@]6(O5)CC[C@@H](C)CO6)[C@]4(CC[C@@H]3[C@]2(CC1)C)C)=O ((3β,5α,25R)-3-ethoxymethoxy-spirostan-6-one), [OH-].[Na+] (sodium hydroxide). The reagents and catalysts are Cl (hydrochloric acid). Run in CO (methanol), O1CCCC1 (tetrahydrofuran). Reaction conditions: temperature 62 celsius, time 15 minute. The product is C[C@H]1[C@H]2[C@H](C[C@H]3[C@@H]4CC(C5CCCC[C@]5(C)[C@H]4CC[C@]23C)=O)O[C@]12CCC(C)CO2 (spirostan-6-one). The yield is 92.8%. As a reaction SMILES: C(OCO[C@H:6]1[CH2:32][CH2:31][C@@:30]2([CH3:33])[C@@H:8]([C:9](=[O:35])[CH2:10][C@@H:11]3[C@@H:29]2[CH2:28][CH2:27][C@@:26]2([CH3:34])[C@H:12]3[CH2:13][C@@H:14]3[O:19][C@@:18]4([O:25][CH2:24][C@H:22]([CH3:23])[CH2:21][CH2:20]4)[C@@H:16]([CH3:17])[C@@H:15]32)[CH2:7]1)C.[OH-].[Na+]>Cl.CO.O1CCCC1>[CH3:17][C@@H:16]1[C@:18]2([O:25][CH2:24][CH:22]([CH3:23])[CH2:21][CH2:20]2)[O:19][C@H:14]2[CH2:13][C@@H:12]3[C@@:26]([CH3:34])([C@@H:15]12)[CH2:27][CH2:28][C@H:29]1[C@H:11]3[CH2:10][C:9](=[O:35])[CH:8]2[C@:30]1([CH3:33])[CH2:31][CH2:32][CH2:6][CH2:7]2 |f:1.2|. Reported procedure: Concentrated hydrochloric acid (2 drops) was added to a solution of (3β,5α,25R)-3-ethoxymethoxy-spirostan-6-one (0.70 g, 1.43 mmol) in methanol (10 mL) and tetrahydrofuran (10 mL). The mixture was stirred under nitrogen atmosphere and heated to 62° C. After 15 minutes, the reaction was cooled to 0° C. and neutralized with 15% sodium hydroxide solution. The mixture was concentrated in vacuo then diluted with ethyl acetate. The organic layer was washed with water (2×), brine (1×), dried (sodium su... Starting materials: C(C1=CC=CC=C1)(=O)OC(=O)C1=C(C(=C(N1)C)CCC(=O)OC)C (Methyl 5-(benzoyloxy-carbonyl)-2,4-dimethyl-3-pyrrolepropionate). Reagents/catalysts: [Pd] (palladium/carbon). The solvent is CC(=O)C (acetone). Reaction conditions: time 12 hour. Product: CC=1NC=C(C1CCC(=O)OC)C (Methyl 2,4-dimethyl-3-pyrrolepropionate). As a reaction SMILES: C(OC([C:12]1[NH:16][C:15]([CH3:17])=[C:14]([CH2:18][CH2:19][C:20]([O:22][CH3:23])=[O:21])[C:13]=1[CH3:24])=O)(=O)C1C=CC=CC=1>CC(C)=O.[Pd]>[CH3:17][C:15]1[NH:16][CH:12]=[C:13]([CH3:24])[C:14]=1[CH2:18][CH2:19][C:20]([O:22][CH3:23])=[O:21]. Reported procedure: Methyl 5-(benzoyloxy-carbonyl)-2,4-dimethyl-3-pyrrolepropionate (1.55 g, 4.91 mmol) was dissolved in acetone (150 mL) containing 10% palladium/carbon, and the mixture was stirred at room temperature for 12 hours under a hydrogen atmosphere. The reaction mixture was filtered, the solvent was evaporated under reduced pressure, then the residue was immediately dissolved in trifluoroacetic acid (TFA, 10 mL), and the mixture was stirred at room temperature for 10 minutes under an argon atmosphere. Th... Run at temperature 80 celsius, time 17 hour. Run in C(C)N(CC)CC (triethylamine). Reaction SMILES: Br[C:2]1[CH:3]=[C:4]([Cl:10])[C:5]([S:8][CH3:9])=[N:6][CH:7]=1.[CH3:11][Si:12]([C:15]#[CH:16])([CH3:14])[CH3:13]>[Cu]I.[Pd](Cl)Cl.C1(P(C2C=CC=CC=2)C2C=CC=CC=2)C=CC=CC=1.C1(P(C2C=CC=CC=2)C2C=CC=CC=2)C=CC=CC=1.C(N(CC)CC)C>[Cl:10][C:4]1[C:5]([S:8][CH3:9])=[N:6][CH:7]=[C:2]([C:16]#[C:15][Si:12]([CH3:14])([CH3:13])[CH3:11])[CH:3]=1 |f:3.4.5|. Reagents/catalysts: [Cu]I (copper (I) iodide), [Pd](Cl)Cl.C1(=CC=CC=C1)P(C1=CC=CC=C1)C1=CC=CC=C1.C1(=CC=CC=C1)P(C1=CC=CC=C1)C1=CC=CC=C1 (bis(triphenylphosphine) palladium (II) chloride). Reported procedure: A mixture of 5-bromo-3-chloro-2-methylthio-pyridine (7.5 g, 0.031 mol), trimethylsilylacetylene (5.3 g, 0.053 mol), copper (I) iodide (60 mg, 0.32 mmol), bis(triphenylphosphine) palladium (II) chloride (0.42 g, 0.6 mmol) and triethylamine (100 mL) was sealed in a 300 mL Hastelloy steel bomb and heated with stirring at 80° C. for 17 hours. The mixture was cooled, filtered, and the precipitate washed with ethyl acetate (100 mL). The combined organic solutions were evaporated to dryness under reduc... The reactants are BrC=1C=C(C(=NC1)SC)Cl (5-bromo-3-chloro-2-methylthio-pyridine), C[Si](C)(C)C#C (trimethylsilylacetylene), Hastelloy steel. Isolated yield 70.6%. Product: ClC=1C(=NC=C(C1)C#C[Si](C)(C)C)SC (3-Chloro-2-methylthio-5-(trimethylsilylethynyl)-pyridine).